This data is from the Open Reaction Database (ORD), a public repository of structured organic reaction records. The task is: describe an organic reaction: reactants, conditions, products, and yield Reactants: CC(C)C(=O)OCC[Si](C)(C)C, [Li]CCCC, CCCCCC, CC(C)NC(C)C, [Cl-], [NH4+], C1CCOC1, O=Cc1ccncc1. The product is CC(C)(C(=O)OCC[Si](C)(C)C)C(O)c1ccncc1. RXN SMILES: [C:19]([CH:20]([CH3:21])[CH3:22])(=[O:23])[O:24][CH2:25][CH2:26][Si:27]([CH3:28])([CH3:29])[CH3:30].[CH2:1]([Li:2])[CH2:3][CH2:4][CH3:5].[CH3:6][CH2:7][CH2:8][CH2:9][CH2:10][CH3:11].[CH:12]([NH:13][CH:14]([CH3:15])[CH3:16])([CH3:17])[CH3:18].[Cl-:39].[NH4+:40].[O:41]1[CH2:42][CH2:43][CH2:44][CH2:45]1.[n:31]1[cH:32][cH:33][c:34]([CH:37]=[O:38])[cH:35][cH:36]1>>[C:19]([C:20]([CH3:21])([CH3:22])[CH:37]([c:34]1[cH:33][cH:32][n:31][cH:36][cH:35]1)[OH:38])(=[O:23])[O:24][CH2:25][CH2:26][Si:27]([CH3:28])([CH3:29])[CH3:30]. The reactants are [H-].C(C(C)C)[Al+]CC(C)C (diisobutyl aluminum hydride), [H-].C(C(C)C)[Al+]CC(C)C (DIBAL-H), C(=O)(OCC)C=P(C1=CC=CC=C1)(C1=CC=CC=C1)C1=CC=CC=C1 ((carbethoxy methylene)triphenylphosphorane), C(C)OC(CC1=CC(=CC=C1)Br)=O (ethyl(3-bromophenyl)acetate), [H-].C(C(C)C)[Al+]CC(C)C (diisobutyl aluminum hydride). The reagents and catalysts are [Pd] (Pd/C). Solvent: C(Cl)Cl (CH2Cl2). Reaction conditions: temperature -78 celsius. The product is BrC=1C=C(C=CC1)CC=O ((3-bromophenyl)acetaldehyde). Reaction SMILES: [H-].C([Al+]CC(C)C)C(C)C.C(C=P(C1C=CC=CC=1)(C1C=CC=CC=1)C1C=CC=CC=1)(OCC)=O.C([O:38][C:39](=O)[CH2:40][C:41]1[CH:46]=[CH:45][CH:44]=[C:43]([Br:47])[CH:42]=1)C>C(Cl)Cl.[Pd]>[Br:47][C:43]1[CH:42]=[C:41]([CH2:40][CH:39]=[O:38])[CH:46]=[CH:45][CH:44]=1 |f:0.1|. Reported procedure: 60 g (246 mmol) of ethyl(3-bromophenyl)acetate (Compound B1) was converted into the title compound (oil) using 255 ml (255 mmol) of diisobutyl aluminum hydride (DIBAL-H, 1M in hexane), 85.8 g (250 mmol) of (carbethoxy methylene)triphenylphosphorane and 1.7 g of 10% Pd/C. The procedure was as follows: To a cold solution (-78° C.) of Compound B1 in CH2Cl2 was added dropwise (over a span of 1 hour) the diisobutyl aluminum hydride (DIBAL-H, 1M solution in hexane). After the DIBAL-H addition was comp... Reactants: FC1=C(C=CC(=C1)Br)NN (2-fluoro-4-bromophenylhydrazine), O=C1CCC(CC1)NC(C(C)C)=O (N-(4-oxo-cyclohexyl)-isobutyramide). The product is BrC=1C=C2C=3CC(CCC3NC2=C(C1)F)NC(C(C)C)=O (N-(6-Bromo-8-fluoro-2,3,4,9-tetrahydro-1H-carbazol-3-yl)-isobutyramide). Isolated yield 32.0%. RXN SMILES: [F:1][C:2]1[CH:7]=[C:6]([Br:8])[CH:5]=[CH:4][C:3]=1[NH:9]N.O=[C:12]1[CH2:17][CH2:16][CH:15]([NH:18][C:19](=[O:23])[CH:20]([CH3:22])[CH3:21])[CH2:14][CH2:13]1>>[Br:8][C:6]1[CH:5]=[C:4]2[C:3](=[C:2]([F:1])[CH:7]=1)[NH:9][C:12]1[CH2:17][CH2:16][CH:15]([NH:18][C:19](=[O:23])[CH:20]([CH3:21])[CH3:22])[CH2:14][C:13]2=1. Reported procedure: Prepare the tide compound by essentially following the procedure as described in Preparation 4 (Method 2) with 2-fluoro-4-bromophenylhydrazine (Preparation 14) and N-(4-oxo-cyclohexyl)-isobutyramide, to obtain the title compound as a tan foam in 32% yield. MS (ES): m/z 353, 355 (M+H), 351, 353(M−H); HPLC (Method A): Rt=2.34, (89%).